Dataset: the Open Reaction Database (ORD), a public repository of structured organic reaction records. Task: describe an organic reaction: reactants, conditions, products, and yield Starting materials: C(=O)(O)CSC(C#N)C1=NCCC2=CC(=C(C=C12)OC)OC (α-(carboxymethyl-mercapto)-6,7-dimethoxy-3,4-dihydro-1-isoquinolyl-acetonitrile), C(C)(=O)OC(C)=O (acetic anhydride). Solvent: N1=CC=CC=C1 (pyridine). Run at time 2 day. Yields the product C(#N)C=1SCC(N2C1C1=CC(=C(C=C1CC2)OC)OC)=O (1-Cyano-9,10-dimethoxy-3,4,6,7-tetrahydro-1,4-thiazino[3,4-a]isoquinoline-4-one). Reaction SMILES: [C:1]([CH2:4][S:5][CH:6]([C:9]1[C:18]2[C:13](=[CH:14][C:15]([O:21][CH3:22])=[C:16]([O:19][CH3:20])[CH:17]=2)[CH2:12][CH2:11][N:10]=1)[C:7]#[N:8])(O)=[O:2].C(OC(=O)C)(=O)C>N1C=CC=CC=1>[C:7]([C:6]1[S:5][CH2:4][C:1](=[O:2])[N:10]2[CH2:11][CH2:12][C:13]3[C:18](=[CH:17][C:16]([O:19][CH3:20])=[C:15]([O:21][CH3:22])[CH:14]=3)[C:9]=12)#[N:8]. Procedure: To 3.2 g. of α-(carboxymethyl-mercapto)-6,7-dimethoxy-3,4-dihydro-1-isoquinolyl-acetonitrile 15 ml. of pyridine and 15 ml. of acetic anhydride are added. The solution is allowed to stand at room temperature for two days. 2.8 g. of 1-Cyano-9,10-dimethoxy-3,4,6,7-tetrahydro-1,4-thiazino[3,4-a]isoquinoline-4-one are obtained in a crystalline form. The product is identical with the product of Example 24. Starting materials: [H-].[Na+] (NaH), IC1=C(C=CC=C1)O (o-iodophenol), C(Cl)C1CO1 (epichlorohydrin). Reaction conditions: temperature 70 celsius. Yields the product IC1=C(OCC2OC2)C=CC=C1 ([(2-iodophenoxy)methyl]-oxirane). The yield is 79.6%. As a reaction SMILES: [H-].[Na+].[I:3][C:4]1[CH:9]=[CH:8][CH:7]=[CH:6][C:5]=1[OH:10].[CH2:11]([CH:13]1[O:15][CH2:14]1)Cl>>[I:3][C:4]1[CH:9]=[CH:8][CH:7]=[CH:6][C:5]=1[O:10][CH2:11][CH:13]1[CH2:14][O:15]1 |f:0.1|. Procedure details: To a round bottom flask under N2 was added 4.56 g (0.095 mole) of 50% NaH in oil. The NaH was washed twice with hexane, then 220 ml of DMF was added. Aliquots of 20.0 g (0.091 mole) of o-iodophenol were added over 15 minutes then 30.0 ml (0.450 mole) of epichlorohydrin was added and the solution heated to 70° C. After two hours the reaction was evaporated in vacuo, taken into CHCl3, washed with 10% NaOH, water, and brine and dried with MgSO4. The solvent was evaporated in vacuo to give 24.93 g o... Starting materials: ice, [Cl-].[Na+] (sodium chloride), solution, C(C)OCC (diethyl ether), O (water), O (water), CC1=C(C(=O)O)C=CC=C1C=1SC=CC1 (2-methyl-3-(2-thienyl)benzoic acid). Solvent: O1CCCC1 (tetrahydrofuran). Run at time 35 minute. Product: CC1=C(C=CC=C1C=1SC=CC1)CO (2-methyl-3-(2-thienyl)phenylmethanol). The yield is 99.8%. Reaction SMILES: [CH3:1][C:2]1[C:10]([C:11]2[S:12][CH:13]=[CH:14][CH:15]=2)=[CH:9][CH:8]=[CH:7][C:3]=1[C:4](O)=[O:5].C(OCC)C.O.[Cl-].[Na+]>O1CCCC1>[CH3:1][C:2]1[C:10]([C:11]2[S:12][CH:13]=[CH:14][CH:15]=2)=[CH:9][CH:8]=[CH:7][C:3]=1[CH2:4][OH:5] |f:3.4|. Procedure: Under an argon atmosphere, a stirred solution of 5.7 g (0.026 mol) of 2-methyl-3-(2-thienyl)benzoic acid in 50 mL of tetrahydrofuran was cooled to 0° C.±2° C. To this solution was added dropwise 4.4 g (0.051 mol, 51.3 mL of a 1.0 M solution) of borane tetrahydrofuran complex. The addition was made over 35 minutes. The reaction mixture was stirred for 0.5 hour at ambient temperature, then for two hours at reflux temperature. The reaction mixture was cooled, and 100 mL of diethyl ether saturated w... The reactants are C(CCC)[Li] (butyllithium), FC=1C=C(C=CC1)OC (3-fluoroanisole), O (Water), CN(C=O)C (dimethylformamide). The solvent is hexanes, O1CCCC1 (tetrahydrofuran). Run at time 30 minute. The product is FC1=C(C=O)C(=CC=C1)OC (2-fluoro-6-methoxybenzaldehyde). Reaction SMILES: C([Li])CCC.[F:6][C:7]1[CH:8]=[C:9]([O:13][CH3:14])[CH:10]=[CH:11][CH:12]=1.CN(C)[CH:17]=[O:18].O>O1CCCC1>[F:6][C:7]1[CH:12]=[CH:11][CH:10]=[C:9]([O:13][CH3:14])[C:8]=1[CH:17]=[O:18]. Procedure: A solution of butyllithium in hexanes (2.5 M; 15.9 ml) was added to a stirring solution of 3-fluoroanisole (5.0 g) in dry tetrahydrofuran (100 ml) at -78° C. and the mixture stirred at that temperature for 30 min. Dry dimethylformamide (3.1 ml) was added and the mixture stirred and allowed to warm to ambient temperature during one hour. Water (150 ml) was added and the mixture extracted with ethyl acetate (3×100 ml). The combined extracts were washed with brine (100 ml), dried over magnesium sul... The reactants are Br, CC(=O)N1CC(O)CC1C(=O)NC(CCCNC(=N)NC(=O)OCc1ccccc1)C(=O)c1nc2ccccc2s1, CC(C)O, O=S(=O)(O)O. Yields the product CC(=O)N1CC(O)CC1C(=O)NC(CCCNC(=N)N)C(=O)c1nc2ccccc2s1. As a reaction SMILES: [BrH:51].[C:1]([CH3:2])(=[O:3])[N:4]1[CH:5]([C:10](=[O:11])[NH:12][CH:13]([CH2:14][CH2:15][CH2:16][NH:17][C:18]([NH:19][C:20]([O:21][CH2:22][c:23]2[cH:24][cH:25][cH:26][cH:27][cH:28]2)=[O:29])=[NH:30])[C:31](=[O:32])[c:33]2[s:34][c:35]3[c:36]([n:37]2)[cH:38][cH:39][cH:40][cH:41]3)[CH2:6][CH:7]([OH:9])[CH2:8]1.[CH:42]([OH:43])([CH3:44])[CH3:45].[S:46](=[O:47])(=[O:48])([OH:49])[OH:50]>>[C:1]([CH3:2])(=[O:3])[N:4]1[CH:5]([C:10](=[O:11])[NH:12][CH:13]([CH2:14][CH2:15][CH2:16][NH:17][C:18](=[NH:19])[NH2:30])[C:31](=[O:32])[c:33]2[s:34][c:35]3[c:36]([n:37]2)[cH:38][cH:39][cH:40][cH:41]3)[CH2:6][CH:7]([OH:9])[CH2:8]1.